Dataset: the Open Reaction Database (ORD), a public repository of structured organic reaction records. Task: describe an organic reaction: reactants, conditions, products, and yield Starting materials: ( 0.5 ), CC=1SC(=C(N1)C)C(=O)O (2,4-dimethylthiazole-5carboxylic acid), C(=O)(Cl)Cl (phosgene). The solvent is C=1(C(=CC=CC1)C)C (xylene). Product: CC=1SC(=C(N1)C)C(=O)Cl (2,4-dimethylthiazole-5-carboxylic acid chloride). Reaction SMILES: [CH3:1][C:2]1[S:3][C:4]([C:8]([OH:10])=O)=[C:5]([CH3:7])[N:6]=1.C(Cl)([Cl:13])=O>C1(C)C(C)=CC=CC=1>[CH3:1][C:2]1[S:3][C:4]([C:8]([Cl:13])=[O:10])=[C:5]([CH3:7])[N:6]=1. Procedure: In a 300-ml three-neck flask, 7.9 g (0.5) mole) of 2,4-dimethylthiazole-5carboxylic acid were suspended in 200 ml of xylene and under heating and reflux, phosgene was blown at a flow rate of 340 ml/hr for 12 hours (0.18 mole). After completion of the reaction, the reaction mixture was filtered and the filtrate was concentrated to obtain 8.2 g of 2,4-dimethylthiazole-5-carboxylic acid chloride. Its purity and yield were 95.0% and 98.0%, respectively. Reactants: C=CCOc1cc(C#N)cc(C(=O)OC)c1, CO, [Li+], C1CCOC1, [OH-]. Product: C=CCOc1cc(C#N)cc(C(=O)O)c1. Reaction SMILES: [CH2:1]([CH:2]=[CH2:3])[O:4][c:5]1[cH:6][c:7]([C:8](=[O:9])[O:10][CH3:11])[cH:12][c:13]([C:15]#[N:16])[cH:14]1.[CH3:24][OH:25].[Li+:17].[O:19]1[CH2:20][CH2:21][CH2:22][CH2:23]1.[OH-:18]>>[CH2:1]([CH:2]=[CH2:3])[O:4][c:5]1[cH:6][c:7]([C:8](=[O:9])[OH:10])[cH:12][c:13]([C:15]#[N:16])[cH:14]1. Starting materials: C(C)(=O)OC(C)=O (acetic anhydride), C(=O)O (formic acid), FC1=CC(=C(C=C1)C(CS(=O)C)=O)NC (1-(4-Fluoro-2-methylaminophenyl)-2-methylsulphinylethanone). Run in O (water). The product is FC1=CC=C2C(C(=CN(C2=C1)C)S(=O)C)=O (7-fluoro-1-methyl-3-methylsulphinyl-4-quinolone). RXN SMILES: [C:1](OC(=O)C)(=O)C.C(O)=O.[F:11][C:12]1[CH:17]=[CH:16][C:15]([C:18](=[O:23])[CH2:19][S:20]([CH3:22])=[O:21])=[C:14]([NH:24][CH3:25])[CH:13]=1>O>[F:11][C:12]1[CH:13]=[C:14]2[C:15]([C:18](=[O:23])[C:19]([S:20]([CH3:22])=[O:21])=[CH:25][N:24]2[CH3:1])=[CH:16][CH:17]=1. Procedure details: A mixture of acetic anhydride (66.0 ml) and formic acid (45.0 ml) was stirred and heated at 50°-60° under nitrogen for 2 hours and then cooled to ambient temperature. 1-(4-Fluoro-2-methylaminophenyl)-2-methylsulphinylethanone (69.0 g), prepared in a similar manner to that described in Example 1, was added slowly below 30° and the mixture stirred for a further 2 hours. The mixture was cooled in an ice/salt bath to 0° and water (500 ml) added whilst maintaining the temperature below 30°. The mixtu... Starting materials: N[C@H]1[C@H](CCCC1)N (cis-1,2-diaminocyclohexane), C(C(=O)OCC)(=O)OCC (diethyl oxalate). Solvent: COC=COC (dimethoxy ethylene). Run at temperature 100 celsius, time 2 hour. Yields the product N1C(C(N[C@@H]2CCCC[C@H]12)=O)=O ((4aR,8aS)-octahydro-2,3-quinoxalinedione). The yield is 65.1%. Reaction SMILES: [NH2:1][C@@H:2]1[CH2:7][CH2:6][CH2:5][CH2:4][C@@H:3]1[NH2:8].[C:9](OCC)(=[O:15])[C:10](OCC)=[O:11]>COC=COC>[NH:1]1[C@@H:2]2[C@@H:3]([CH2:4][CH2:5][CH2:6][CH2:7]2)[NH:8][C:10](=[O:11])[C:9]1=[O:15]. Procedure: To a solution of cis-1,2-diaminocyclohexane (4.8 g, 42 mmol) in dimethoxy ethylene (100 mL) was added slowly diethyl oxalate (28.5 mL, 210 mmol). The reaction mixture was stirred at room temperature for 0.5 h and at 100° C. for 2 h. After the suspension was cooled down to room temperature, the resulting white solid precipitate was collected by filtration. The precipitate was washed with diethyl ether and dried to yield (4aR,8aS)-octahydro-2,3-quinoxalinedione (4.6 g, 66%). LCMS: (M+H)+: 169.1. Starting materials: [Al+3], CC(=O)Oc1c(C(C)(C)C)cc2c(c1C)CC(C)(C)O2, [H-], [H-], [H-], [H-], [Li+], C1CCOC1. Product: Cc1c(O)c(C(C)(C)C)cc2c1CC(C)(C)O2. Reaction SMILES: [Al+3:22].[C:1](=[O:2])([CH3:3])[O:4][c:5]1[c:6]([C:17]([CH3:18])([CH3:19])[CH3:20])[cH:7][c:8]2[c:9]([c:15]1[CH3:16])[CH2:10][C:11]([CH3:13])([CH3:14])[O:12]2.[H-:21].[H-:24].[H-:25].[H-:26].[Li+:23].[O:27]1[CH2:28][CH2:29][CH2:30][CH2:31]1>>[OH:4][c:5]1[c:6]([C:17]([CH3:18])([CH3:19])[CH3:20])[cH:7][c:8]2[c:9]([c:15]1[CH3:16])[CH2:10][C:11]([CH3:13])([CH3:14])[O:12]2.